From a dataset of the Open Reaction Database (ORD), a public repository of structured organic reaction records. describe an organic reaction: reactants, conditions, products, and yield Reaction SMILES: [C:7](#[N:8])[C:9](=[O:10])[O:11][CH2:12][CH3:13].[CH3:14][CH2:15][OH:16].[CH3:2][CH2:3][O:4][CH2:5][CH3:6].[ClH:1]>>[CH3:2][CH2:3][O:4][C:7](=[NH:8])[C:9](=[O:10])[O:11][CH2:12][CH3:13].[ClH:1]. Reactants: CCOC(=O)C#N, CCO, CCOCC, Cl. The product is CCOC(=N)C(=O)OCC, Cl.